This data is from the Open Reaction Database (ORD), a public repository of structured organic reaction records. The task is: describe an organic reaction: reactants, conditions, products, and yield Reactants: Cl (HCl), C(C)(=O)O.C1(CCCCC1)CC1=C(C=C(O)C=C1)O (4-cyclohexylmethyl resorcinol monoacetate). Run in CO (methanol). Reaction conditions: time 16 hour. The product is C1(CCCCC1)C1=C(C(=C(O)C=C1)C)O (4-cyclohexyl methyl resorcinol). The yield is 75.0%. As a reaction SMILES: Cl.[C:2](O)(=O)C.[CH:6]1([CH2:12][C:13]2[CH:19]=[CH:18][C:16]([OH:17])=[CH:15][C:14]=2[OH:20])[CH2:11][CH2:10][CH2:9][CH2:8]C1>CO>[CH:12]1([C:13]2[CH:19]=[CH:18][C:16]([OH:17])=[C:15]([CH3:2])[C:14]=2[OH:20])[CH2:8][CH2:9][CH2:10][CH2:11][CH2:6]1 |f:1.2|. Procedure details: 3 M HCl (13 ml) was added to a solution of crude 4-cyclohexylmethyl resorcinol monoacetate (2.71 g) in methanol (70 ml) and the solution stirred at room temperature for 16 h. At this time, TLC showed the clean formation of product (Rf 0.14) and traces of starting material (Rf 0.48) (Note 11). The solvent was reduced to ⅓ volume under reduced pressure and partitioned between ethyl ether (300 ml) and 1 M HCl (100 ml), washed with saturated NaCl (100 ml), the aqueous layer back extracted with ethyl...